describe an organic reaction: reactants, conditions, products, and yield From a dataset of the Open Reaction Database (ORD), a public repository of structured organic reaction records. Reactants: OBO, Nc1ccccc1Br, CCO, CCOC(C)=O, COCCOCCOC, [Na+], [Na+], O=C([O-])[O-], OB(O)c1ccc(F)cc1. Product: Nc1ccccc1-c1ccc(F)cc1. As a reaction SMILES: [BH:34]([OH:35])[OH:36].[Br:1][c:2]1[c:3]([NH2:4])[cH:5][cH:6][cH:7][cH:8]1.[CH3:37][CH2:38][OH:39].[CH3:40][CH2:41][O:42][C:43](=[O:44])[CH3:45].[CH3:9][O:10][CH2:11][CH2:12][O:13][CH2:14][CH2:15][O:16][CH3:17].[Na+:18].[Na+:19].[O-:20][C:21](=[O:22])[O-:23].[OH:24][B:25]([OH:26])[c:27]1[cH:28][cH:29][c:30]([F:31])[cH:32][cH:33]1>>[c:2]1(-[c:27]2[cH:28][cH:29][c:30]([F:31])[cH:32][cH:33]2)[c:3]([NH2:4])[cH:5][cH:6][cH:7][cH:8]1. As a reaction SMILES: [OH:1][CH2:2][C:3]([NH:6][C:7](=[O:33])[C:8]1[CH:13]=[CH:12][C:11]([CH:14]([C:26]2[CH:31]=[CH:30][CH:29]=[CH:28][C:27]=2[CH3:32])[CH2:15][C:16]([C:18]2[CH:23]=[CH:22][C:21](=[O:24])[N:20]([CH3:25])[CH:19]=2)=O)=[CH:10][CH:9]=1)([CH3:5])[CH3:4].Cl.[NH2:35][OH:36].C(=O)([O-])O.[Na+]>>[OH:1][CH2:2][C:3]([NH:6][C:7](=[O:33])[C:8]1[CH:13]=[CH:12][C:11]([CH:14]([C:26]2[CH:31]=[CH:30][CH:29]=[CH:28][C:27]=2[CH3:32])[CH2:15]/[C:16](=[N:35]\[OH:36])/[C:18]2[CH:23]=[CH:22][C:21](=[O:24])[N:20]([CH3:25])[CH:19]=2)=[CH:10][CH:9]=1)([CH3:5])[CH3:4] |f:1.2,3.4|. Procedure details: In analogy to example 151, step 3, N-(1-hydroxy-2-methylpropan-2-yl)-4-(3-(1-methyl-6-oxo-1,6-dihydropyridin-3-yl)-3-oxo-1-o-tolylpropyl)benzamide was reacted with hydroxylamine hydrochloride in the presence of sodium hydrogencarbonate to give the title compound as an off-white solid containing <10% of the corresponding Z isomer, MS (ESI+): m/z=462.3 [M+H]+. The product is OCC(C)(C)NC(C1=CC=C(C=C1)C(C\C(\C1=CN(C(C=C1)=O)C)=N/O)C1=C(C=CC=C1)C)=O ((E)-N-(1-Hydroxy-2-methylpropan-2-yl)-4-(3-(hydroxyimino)-3-(1-methyl-6-oxo-1,6-dihydropyridin-3-yl)-1-o-tolylpropyl)benzamide). The reactants are OCC(C)(C)NC(C1=CC=C(C=C1)C(CC(=O)C1=CN(C(C=C1)=O)C)C1=C(C=CC=C1)C)=O (N-(1-hydroxy-2-methylpropan-2-yl)-4-(3-(1-methyl-6-oxo-1,6-dihydropyridin-3-yl)-3-oxo-1-o-tolylpropyl)benzamide), Cl.NO (hydroxylamine hydrochloride), C(O)([O-])=O.[Na+] (sodium hydrogencarbonate). The reactants are COc1ccc(C2=CCC(=O)CC2)cn1, ClCCl, Cl, O=C(CNC(=O)c1cccc(C(F)(F)F)c1)NC1CNC1. The product is COc1ccc(C2=CCC(N3CC(NC(=O)CNC(=O)c4cccc(C(F)(F)F)c4)C3)CC2)cn1. As a reaction SMILES: [CH3:1][O:2][c:3]1[cH:4][cH:5][c:6]([C:9]2=[CH:10][CH2:11][C:12](=[O:15])[CH2:13][CH2:14]2)[cH:7][n:8]1.[Cl:38][CH2:39][Cl:40].[ClH:37].[NH:16]1[CH2:17][CH:18]([NH:20][C:21](=[O:22])[CH2:23][NH:24][C:25]([c:26]2[cH:27][c:28]([C:32]([F:33])([F:34])[F:35])[cH:29][cH:30][cH:31]2)=[O:36])[CH2:19]1>>[CH3:1][O:2][c:3]1[cH:4][cH:5][c:6]([C:9]2=[CH:10][CH2:11][CH:12]([N:16]3[CH2:17][CH:18]([NH:20][C:21](=[O:22])[CH2:23][NH:24][C:25]([c:26]4[cH:27][c:28]([C:32]([F:33])([F:34])[F:35])[cH:29][cH:30][cH:31]4)=[O:36])[CH2:19]3)[CH2:13][CH2:14]2)[cH:7][n:8]1.